From a dataset of the Open Reaction Database (ORD), a public repository of structured organic reaction records. describe an organic reaction: reactants, conditions, products, and yield Reactants: [N+](=O)([O-])C1=CC=C2CCC(C2=C1)=O (6-nitro-1-indanone), [Cl-].[NH4+] (ammonium chloride). The reagents and catalysts are [Fe] (iron). The solvent is [Cl-].[Na+].O (brine), C(C)O (ethanol). Conditions: temperature 90 celsius, time 1 hour. Yields the product NC1=CC=C2CCC(C2=C1)=O (6-amino-1-indanone). As a reaction SMILES: [N+:1]([C:4]1[CH:12]=[C:11]2[C:7]([CH2:8][CH2:9][C:10]2=[O:13])=[CH:6][CH:5]=1)([O-])=O.[Cl-].[NH4+]>C(O)C.[Cl-].[Na+].O.[Fe]>[NH2:1][C:4]1[CH:12]=[C:11]2[C:7]([CH2:8][CH2:9][C:10]2=[O:13])=[CH:6][CH:5]=1 |f:1.2,4.5.6|. Procedure: A solution of Example 129A (19.68 g, 111 mmol) in ethanol (111 mL) was treated sequentially with iron powder (43.0 g, 770 mmol) and solid ammonium chloride (3.70 g, 69.2 mmol). The resulting suspension was stirred at 90° C. for 1 hour, cooled to room temperature, diluted with brine, and extracted with diethyl ether (4×100 mL). The combined organic layers were dried (MgSO4), filtered, and concentrated to provide the desired product as a 6:1 mixture of 6-amino- and 4-amino-1-indanone (14.20 g, 87%... Starting materials: O1COC2=C1C=CC(=C2)C=CC#N (3-Benzo[1,3]dioxol-5-yl-acrylonitrile), CN(C)C=O (DMF), IC1=CC=C(C=C1)OC (4-iodo-anisole), CC(=O)[O-].[K+] (KOAc). The reagents and catalysts are [Br-].C(CCC)[N+](CCCC)(CCCC)CCCC (tetrabutylammonium bromide), CC(=O)[O-].CC(=O)[O-].[Pd+2] (Pd(OAc)2). Solvent: CCCCCC (hexane), CCOCC (ether). Conditions: time 1 hour. Yields the product O1COC2=C1C=CC(=C2)C(=CC#N)C2=CC=C(C=C2)OC (3-benzo[1,3]dioxol-5-yl-3-(4-methoxy-phenyl)-acrylonitrile). Isolated yield 32.4%. RXN SMILES: [O:1]1[C:5]2[CH:6]=[CH:7][C:8]([CH:10]=[CH:11][C:12]#[N:13])=[CH:9][C:4]=2[O:3][CH2:2]1.I[C:15]1[CH:20]=[CH:19][C:18]([O:21][CH3:22])=[CH:17][CH:16]=1.CC([O-])=O.[K+].CN(C=O)C>[Br-].C([N+](CCCC)(CCCC)CCCC)CCC.CC([O-])=O.CC([O-])=O.[Pd+2].CCCCCC.CCOCC>[O:1]1[C:5]2[CH:6]=[CH:7][C:8]([C:10]([C:15]3[CH:20]=[CH:19][C:18]([O:21][CH3:22])=[CH:17][CH:16]=3)=[CH:11][C:12]#[N:13])=[CH:9][C:4]=2[O:3][CH2:2]1 |f:2.3,5.6,7.8.9|. Procedure: 3-Benzo[1,3]dioxol-5-yl-acrylonitrile (9:1 (E):(Z) mixture) (0.3 g, 1.73 mmol), 4-iodo-anisole (0.57 g, 2.43 mmol), Pd(OAc)2 (0.039 g, 0.17 mmol), KOAc (0.5 g, 5.2 mmol) and tetrabutylammonium bromide (0.6 g, 1.9 mmol) were combined in a microwave vial and DMF (3 mL) added, the reaction mixture was then degassed. The reaction vessel was placed in the microwave oven (Emrys Optimizer) at 150° C. for 1 hour. The contents were poured into water, EtOAc mixture (40 mL, 1:1) and filtered through Celite... Starting materials: ClC=1N=C(C2=C(N1)C=C(S2)C=O)N2CCOCC2 (2-chloro-4-morpholin-4-yl-thieno[3,2-d]pyrimidine-6-carbaldehyde), CS(=O)(=O)CCN (2-methanesulfonyl-ethylamine). The reagents and catalysts are [Pd] (Palladium on carbon). The solvent is C(C)O (ethanol), CO (methanol). Reaction conditions: time 16 hour. The product is ClC=1N=C(C2=C(N1)C=C(S2)CNCCS(=O)(=O)C)N2CCOCC2 ((2-chloro-4-morpholin-4-yl-thieno[3,2-d]pyrimidin-6-ylmethyl)-(2-methanesulfonyl-ethyl)-amine). Reaction SMILES: [Cl:1][C:2]1[N:3]=[C:4]([N:13]2[CH2:18][CH2:17][O:16][CH2:15][CH2:14]2)[C:5]2[S:10][C:9]([CH:11]=O)=[CH:8][C:6]=2[N:7]=1.[CH3:19][S:20]([CH2:23][CH2:24][NH2:25])(=[O:22])=[O:21]>CO.C(O)C.[Pd]>[Cl:1][C:2]1[N:3]=[C:4]([N:13]2[CH2:18][CH2:17][O:16][CH2:15][CH2:14]2)[C:5]2[S:10][C:9]([CH2:11][NH:25][CH2:24][CH2:23][S:20]([CH3:19])(=[O:22])=[O:21])=[CH:8][C:6]=2[N:7]=1. Procedure details: To a solution of 2-chloro-4-morpholin-4-yl-thieno[3,2-d]pyrimidine-6-carbaldehyde (277 mg) in methanol (10 mL) was added 2-methanesulfonyl-ethylamine (234 mg) and the reaction stirred at room temperature for 16 h. The solvent was reduced in vacuo and the residue redissolved in ethanol (50 mL). Palladium on carbon (20 mg) was added and the reaction stirred at room temperature under a hydrogen balloon for 48 h. The reaction was then filtered through Celite and the filtrate reduced in vacuo to give... Starting materials: C(C)OC(COC1=CC2=C(C(=NO2)C2=C(C=CC=C2)F)C=C1Br)=O (ethyl{[5-bromo-3-(2-fluorophenyl)-1,2-benzisoxazol-6-yl]oxy}acetate), Cl (hydrochloric acid). Run in C(C)O (ethanol), O (water), [OH-].[Na+] (sodium hydroxide). The product is BrC=1C(=CC2=C(C(=NO2)C2=C(C=CC=C2)F)C1)OCC(=O)O ({[5-bromo-3-(2-fluorophenyl)-1,2-benzisoxazol-6-yl]oxy}acetic acid). RXN SMILES: C([O:3][C:4](=[O:24])[CH2:5][O:6][C:7]1[C:22]([Br:23])=[CH:21][C:10]2[C:11]([C:14]3[CH:19]=[CH:18][CH:17]=[CH:16][C:15]=3[F:20])=[N:12][O:13][C:9]=2[CH:8]=1)C.Cl>C(O)C.O.[OH-].[Na+]>[Br:23][C:22]1[C:7]([O:6][CH2:5][C:4]([OH:24])=[O:3])=[CH:8][C:9]2[O:13][N:12]=[C:11]([C:14]3[CH:19]=[CH:18][CH:17]=[CH:16][C:15]=3[F:20])[C:10]=2[CH:21]=1 |f:4.5|. Reported procedure: A suspension of 4 g of ethyl{[5-bromo-3-(2-fluorophenyl)-1,2-benzisoxazol-6-yl]oxy}acetate in 125 ml of ethanol, 50 ml of water and 4 ml of 50% sodium hydroxide solution is refluxed for several hours, acidified with dilute hydrochloric acid and extracted with ethyl acetate. The extract is dried, the solvent is removed and the residue is recrystallized from acetonitrile to give {[5-bromo-3-(2-fluorophenyl)-1,2-benzisoxazol-6-yl]oxy}acetic acid, mp 223°-224° C. Starting materials: BrCC(=O)C1=C(C=CC=C1)F (2-bromo-1-(2-fluorophenyl)ethanone), C(C)O (ethanol), C(C)O (ethanol), Cl.NO (hydroxylamine hydrochloride), N1=CC=CC=C1 (Pyridine). Reaction conditions: time 2 hour. The product is C(C=C)N1CC2(NOCC2C1)C1=C(C=CC=C1)F (5-Allyl-6a-(2-fluorophenyl)-3,3a,4,6-tetrahydro-1H-pyrrolo[3,4-c]isoxazole). Isolated yield 58.0%. Reaction SMILES: Br[CH2:2][C:3]([C:5]1[CH:10]=[CH:9][CH:8]=[CH:7][C:6]=1[F:11])=O.[N:12]1[CH:17]=[CH:16][CH:15]=[CH:14][CH:13]=1.Cl.[NH2:19]O.[CH2:21]([OH:23])C>>[CH2:17]([N:12]1[CH2:13][CH:14]2[C:3]([C:5]3[CH:10]=[CH:9][CH:8]=[CH:7][C:6]=3[F:11])([NH:19][O:23][CH2:21]2)[CH2:2]1)[CH:16]=[CH2:15] |f:2.3|. Procedure details: To a solution of 2-bromo-1-(2-fluorophenyl)ethanone (10.0 g, 46.1 mmol) in ethanol (460.8 mL) is added drop wise diallyamine (9.4 g, 96.8 mmol) in ethanol (460.8 mL). The reaction is stirred for 2 hr. Pyridine is then added to the reaction (11.2 mL, 138.2 mmol) followed by the addition of hydroxylamine hydrochloride (4.8 g, 69.1 mmol). The reaction is refluxed for 4 hr and then concentrated to dryness. The residue is dissolved in toluene (230.4 mL) and is refluxed for 8 hr. The mixture is cooled... Reaction SMILES: [CH2:1]([c:2]1[cH:3][cH:4][cH:5][cH:6][cH:7]1)[N:8]1[CH2:9][CH2:10][N:11]([CH2:14][CH2:15][NH:16][c:17]2[n:18][c:19]3[cH:20][cH:21][n:22][c:23]([CH3:27])[c:24]3[cH:25][cH:26]2)[CH2:12][CH2:13]1.[c:28]1([CH2:34][CH2:35][CH:36]=[O:37])[cH:29][cH:30][cH:31][cH:32][cH:33]1>>[CH2:1]([N:8]1[CH2:9][CH2:10][N:11]([CH2:14][CH2:15][NH:16][c:17]2[n:18][c:19]3[cH:20][cH:21][n:22][c:23]([CH3:27])[c:24]3[cH:25][cH:26]2)[CH2:12][CH2:13]1)[CH2:35][CH2:34][c:28]1[cH:29][cH:30][cH:31][cH:32][cH:33]1. Yields the product Cc1nccc2nc(NCCN3CCN(CCCc4ccccc4)CC3)ccc12. Reactants: Cc1nccc2nc(NCCN3CCN(Cc4ccccc4)CC3)ccc12, O=CCCc1ccccc1. Procedure: N-(8-Bromo-2-trifluoroacetyl-1,2,3,4-tetrahydroisoquinolin-7-yl)-4-methoxy-3-trifluoromethylbenzamide (0.525 g), lithium chloride (0.127 g), tetraethyltin (0.47 g) and bis(triphenylphosphine)palladium(II)chloride (0.04 g) were combined in dimethylformamide (10 ml) and the mixture stirred under argon at 120° C. for 20 h. Solvent as removed at reduced pressure, the residue dissolved in dichloromethane and filtered through Celite. Solvent was removed at reduced pressure and the residue column chrom... Solvent: CN(C=O)C (dimethylformamide). The reagents and catalysts are C1=CC=C(C=C1)P(C2=CC=CC=C2)C3=CC=CC=C3.C1=CC=C(C=C1)P(C2=CC=CC=C2)C3=CC=CC=C3.Cl[Pd]Cl (bis(triphenylphosphine)palladium(II)chloride). Run at temperature 120 celsius, time 20 hour. The reactants are BrC=1C(=CC=C2CCN(CC12)C(C(F)(F)F)=O)NC(C1=CC(=C(C=C1)OC)C(F)(F)F)=O (N-(8-Bromo-2-trifluoroacetyl-1,2,3,4-tetrahydroisoquinolin-7-yl)-4-methoxy-3-trifluoromethylbenzamide), [Cl-].[Li+] (lithium chloride), C(C)[Sn](CC)(CC)CC (tetraethyltin). The product is C(C)C=1C(=CC=C2CCN(CC12)C(C(F)(F)F)=O)NC(C1=CC(=C(C=C1)OC)C(F)(F)F)=O (N-(8-Ethyl-2-trifluoroacetyl-1,2,3,4-tetrahydroisoquinolin-7-yl)-4-methoxy-3-trifluoromethylbenzamide). Reaction SMILES: Br[C:2]1[C:3]([NH:18][C:19](=[O:32])[C:20]2[CH:25]=[CH:24][C:23]([O:26][CH3:27])=[C:22]([C:28]([F:31])([F:30])[F:29])[CH:21]=2)=[CH:4][CH:5]=[C:6]2[C:11]=1[CH2:10][N:9]([C:12](=[O:17])[C:13]([F:16])([F:15])[F:14])[CH2:8][CH2:7]2.[Cl-].[Li+].[CH2:35]([Sn](CC)(CC)CC)[CH3:36]>CN(C)C=O.C1C=CC(P(C2C=CC=CC=2)C2C=CC=CC=2)=CC=1.C1C=CC(P(C2C=CC=CC=2)C2C=CC=CC=2)=CC=1.Cl[Pd]Cl>[CH2:35]([C:2]1[C:3]([NH:18][C:19](=[O:32])[C:20]2[CH:25]=[CH:24][C:23]([O:26][CH3:27])=[C:22]([C:28]([F:31])([F:30])[F:29])[CH:21]=2)=[CH:4][CH:5]=[C:6]2[C:11]=1[CH2:10][N:9]([C:12](=[O:17])[C:13]([F:15])([F:14])[F:16])[CH2:8][CH2:7]2)[CH3:36] |f:1.2,5.6.7|. Yield: 38.0%.